Dataset: the Open Reaction Database (ORD), a public repository of structured organic reaction records. Task: describe an organic reaction: reactants, conditions, products, and yield Reactants: C1(CC1)[B-](F)(F)F.[K+] (potassium cyclopropyltrifluoroborate), C([O-])([O-])=O.[Cs+].[Cs+] (cesium carbonate), BrC=1C=CC(=NC1OCC(F)(F)F)C(=O)O (5-bromo-6-(2,2,2-trifluoroethoxy)picolinic acid). The reagents and catalysts are CC(=O)[O-].CC(=O)[O-].[Pd+2] (Pd(OAc)2), C(CCC)PC12CC3CC(CC(C1)C3)C2 (butyl-1-adamantylphosphin). Reaction conditions: temperature 120 celsius, time 20 hour. The product is C1(CC1)C=1C=CC(=NC1OCC(F)(F)F)C(=O)O (5-Cyclopropyl-6-(2,2,2-trifluoro-ethoxy)-pyridine-2-carboxylic acid). Yield: 58.0%. As a reaction SMILES: [CH:1]1([B-](F)(F)F)[CH2:3][CH2:2]1.[K+].C(=O)([O-])[O-].[Cs+].[Cs+].Br[C:16]1[CH:17]=[CH:18][C:19]([C:28]([OH:30])=[O:29])=[N:20][C:21]=1[O:22][CH2:23][C:24]([F:27])([F:26])[F:25]>CC([O-])=O.CC([O-])=O.[Pd+2].C(PC12CC3CC(CC(C3)C1)C2)CCC>[CH:1]1([C:16]2[CH:17]=[CH:18][C:19]([C:28]([OH:30])=[O:29])=[N:20][C:21]=2[O:22][CH2:23][C:24]([F:26])([F:27])[F:25])[CH2:3][CH2:2]1 |f:0.1,2.3.4,6.7.8|. Procedure: In a 150 ml round-bottom-flask, Pd(OAc)2 (15.7 mg, 70.0 μmol), butyl-1-adamantylphosphin (37.6 mg, 105 μmol), potassium cyclopropyltrifluoroborate (523 mg, 3.53 mmol), cesium carbonate (3.42 g, 10.5 mmol) and 5-bromo-6-(2,2,2-trifluoroethoxy)picolinic acid (Example 282a) (1.05 g, 3.5 mmol) were combined. The flask was evacuated in vacuo and flushed with argon three times, followed by addition of a mixture toluene (25 ml)/H2O (3 ml) through a septum cap. The reaction mixture was heated to 120° C.... Run in O (water), CN(C=O)C (N,N-dimethylformamide), CN(C=O)C (N,N-dimethylformamide). Reactants: [H-].[Na+] (sodium hydride), CC1(CC(NC2=C(C=CC=C12)C(=O)O)C1=CC(=CC=C1)N1CCOCC1)C (4,4-dimethyl-2-(3-morpholin-4-yl-phenyl)-1,2,3,4-tetrahydro-quinoline-8-carboxylic acid), C(=O)(N1C=NC=C1)N1C=NC=C1 (1,1′-carbonyldiimidazole), CS(=O)(=O)N (methanesulfonamide). Isolated yield 30.0%. As a reaction SMILES: [H-].[Na+].[CH3:3][S:4]([NH2:7])(=[O:6])=[O:5].[CH3:8][C:9]1([CH3:34])[C:18]2[C:13](=[C:14]([C:19](O)=[O:20])[CH:15]=[CH:16][CH:17]=2)[NH:12][CH:11]([C:22]2[CH:27]=[CH:26][CH:25]=[C:24]([N:28]3[CH2:33][CH2:32][O:31][CH2:30][CH2:29]3)[CH:23]=2)[CH2:10]1.C(N1C=CN=C1)(N1C=CN=C1)=O>CN(C)C=O.O>[CH3:8][C:9]1([CH3:34])[C:18]2[C:13](=[C:14]([C:19]([NH:7][S:4]([CH3:3])(=[O:6])=[O:5])=[O:20])[CH:15]=[CH:16][CH:17]=2)[NH:12][CH:11]([C:22]2[CH:27]=[CH:26][CH:25]=[C:24]([N:28]3[CH2:33][CH2:32][O:31][CH2:30][CH2:29]3)[CH:23]=2)[CH2:10]1 |f:0.1|. The product is CC1(CC(NC2=C(C=CC=C12)C(=O)NS(=O)(=O)C)C1=CC(=CC=C1)N1CCOCC1)C (N-[4,4-dimethyl-2-(3-morpholin-4-yl-phenyl)-1,2,3,4-tetrahydro-quinoline-8-carbonyl]-methanesulfonamide). Reaction conditions: temperature 25 celsius, time 1 hour. Procedure: To a suspension of 60% sodium hydride (535.0 mg, 13.7 mmol) in N,N-dimethylformamide (2.5 mL) was added methanesulfonamide (1.3 g, 13.8 mmol) at room temperature. The resulting mixture was stirred at 25° C. for 1 h to afford Solution A10. A solution of 4,4-dimethyl-2-(3-morpholin-4-yl-phenyl)-1,2,3,4-tetrahydro-quinoline-8-carboxylic acid (300.0 mg, 0.82 mmol) and 1,1′-carbonyldiimidazole (442.0 mg, 2.76 mmol) in N,N-dimethylformamide (2.0 mL) was stirred at 70° C. for 1 h and cooled to room tem...